This data is from the Open Reaction Database (ORD), a public repository of structured organic reaction records. The task is: describe an organic reaction: reactants, conditions, products, and yield Starting materials: OCCCC1=C(C=C(C=C1)C1=CC(=C(C=C1)CCCO)C(F)(F)F)C(F)(F)F (3-[4′-(3-hydroxy-propyl)-3,3′-bis-trifluoromethyl-biphenyl-4-yl]-propan-1-ol), OCCCC1=C(C=C(C=C1)C1=CC(=C(C=C1)CCCO)C(F)(F)F)C(F)(F)F (3-[4′-(3-hydroxy-propyl)-3,3′-bis-trifluoromethyl-biphenyl-4-yl]-propan-1-ol), CS(=O)(=O)Cl (methanesulfonyl chloride). Solvent: ClCCl (dichloromethane), ClCCl (dichloromethane). Run at time 8 hour. Product: CS(=O)(=O)OCCCC1=C(C=C(C=C1)C1=CC(=C(C=C1)CCCOS(=O)(=O)C)C(F)(F)F)C(F)(F)F (3,3′-bistrifluoromethyl-4,4′-biphenyl-dipropanol bismethanesulfonate). RXN SMILES: [OH:1][CH2:2][CH2:3][CH2:4][C:5]1[CH:10]=[CH:9][C:8]([C:11]2[CH:16]=[CH:15][C:14]([CH2:17][CH2:18][CH2:19][OH:20])=[C:13]([C:21]([F:24])([F:23])[F:22])[CH:12]=2)=[CH:7][C:6]=1[C:25]([F:28])([F:27])[F:26].[CH3:29][S:30](Cl)(=[O:32])=[O:31]>ClCCl>[CH3:29][S:30]([O:20][CH2:19][CH2:18][CH2:17][C:14]1[CH:15]=[CH:16][C:11]([C:8]2[CH:9]=[CH:10][C:5]([CH2:4][CH2:3][CH2:2][O:1][S:30]([CH3:29])(=[O:32])=[O:31])=[C:6]([C:25]([F:26])([F:27])[F:28])[CH:7]=2)=[CH:12][C:13]=1[C:21]([F:22])([F:23])[F:24])(=[O:32])=[O:31]. Procedure: To a solution of 3-[4′-(3-hydroxy-propyl)-3,3′-bis-trifluoromethyl-biphenyl-4-yl]-propan-1-ol (intermediate 6) (5.4 g, 13.3 mmol) in dichloromethane (40 mL) triethylamine (2.5 g, 24.7 mmol) and methanesulfonyl chloride (2.7g, 23.6 mmol) were added dropwise. The mixture was stirred overnight, diluted with dichloromethane (50 mL) and washed with water (2×15 mL). Evaporation of the organic solution gave 3,3′-bistrifluoromethyl-4,4′-biphenyl-dipropanol bismethanesulfonate. The solvent is C(C)(=O)OCC (ethyl acetate), C(C)(=O)OCC (ethyl acetate). Starting materials: C(C)OC[C@H](CC(C)C)N ((S)-1-ethoxy-2-amino-4-methylpentane), C(C)CC(=O)O.C(=O)(OC(C)(C)C)N([C@@H](CC1=CNC=N1)C(=O)O)C(=O)OC(C)(C)C (bis-BOC-histidine ethyl acetate), CN1CCOCC1 (4-methylmorpholine), ClC(=O)OCC(C)C (isobutyl chloroformate). The product is C(=O)(OC(C)(C)C)N([C@@H](CC1=CNC=N1)C(=O)N)C(=O)OC(C)(C)C (Bis-Boc-(S)-Histidineamide). Conditions: time 15 minute. Procedure details: A mixture of Nα -Nim -bis-BOC-histidine ethyl acetate solvale (1.92 g, 5.0 mmol), 4-methylmorpholine (0.55 mL, 5.0 mmol) and isobutyl chloroformate (0.65 mL, 5.0 mmol) in ethyl acetate (50 mL) was stirred in an ice bath under N2 for 15 minutes. A solution of (S)-1-ethoxy-2-amino-4-methylpentane (0.73 g, 5.0 mmol) in ethyl acetate (2 mL) was then added and the reaction stirred at room temperature for 20 hours. After washing with 10% citric acid, brine, saturated NaHCO3 solution and brine, the eth... Reaction SMILES: C(CC(O)=O)C.[C:7]([N:14]([C:25]([O:27][C:28]([CH3:31])([CH3:30])[CH3:29])=[O:26])[C@H:15]([C:22](O)=[O:23])[CH2:16][C:17]1[N:21]=[CH:20][NH:19][CH:18]=1)([O:9][C:10]([CH3:13])([CH3:12])[CH3:11])=[O:8].C[N:33]1CCOCC1.ClC(OCC(C)C)=O.C(OC[C@@H](N)CC(C)C)C>C(OCC)(=O)C>[C:7]([N:14]([C:25]([O:27][C:28]([CH3:31])([CH3:29])[CH3:30])=[O:26])[C@H:15]([C:22]([NH2:33])=[O:23])[CH2:16][C:17]1[N:21]=[CH:20][NH:19][CH:18]=1)([O:9][C:10]([CH3:11])([CH3:13])[CH3:12])=[O:8] |f:0.1|. Reactants: COC=1C=CC(=C(C1)N(S(=O)(=O)C)S(=O)(=O)C)[N+](=O)[O-] (N-(5-Methoxy-2-nitro-phenyl)-N-(methylsulfonyl) methanesulfonamide), O1CCCC1 (Tetrahydrofuran), [OH-].[Na+] (Sodium hydroxide). Solvent: O (Water). Conditions: time 18 hour. Yields the product COC=1C=CC(=C(C1)NS(=O)(=O)C)[N+](=O)[O-] (N-(5-Methoxy-2-nitro-phenyl)-methanesulfonamide), solid. Isolated yield 76.0%. Reaction SMILES: [CH3:1][O:2][C:3]1[CH:4]=[CH:5][C:6]([N+:18]([O-:20])=[O:19])=[C:7]([N:9](S(C)(=O)=O)[S:10]([CH3:13])(=[O:12])=[O:11])[CH:8]=1.O1CCCC1.[OH-].[Na+]>O>[CH3:1][O:2][C:3]1[CH:4]=[CH:5][C:6]([N+:18]([O-:20])=[O:19])=[C:7]([NH:9][S:10]([CH3:13])(=[O:12])=[O:11])[CH:8]=1 |f:2.3|. Procedure: To a solution of N-(5-Methoxy-2-nitro-phenyl)-N-(methylsulfonyl) methanesulfonamide (7.70 g) in Tetrahydrofuran (200 mL, 2 mol) was added 1 M of Sodium hydroxide in Water (50 mL). The mixture was stirred for 18 hours. The mixture was poured into a separatory funnel and the aqueous layer (bottom layer) was separated. The aqueous layer was washed with Ethyl Acetate (100 mL). The organic layers were combined, dried over magnesium sulfate, filtered and evaporated. N-(5-Methoxy-2-nitro-phenyl)-methan... Starting materials: N[C@@H]1CN(CC1)C1=CC=C(C=C1)NC1=NC=C(C(=N1)C1=CN=C(N1C(C)C)C)F (N-{4-[(3S)-3-Aminopyrrolidin-1-yl]phenyl}-5-fluoro-4-(1-isopropyl-2-methyl-1H-imidazol-5-yl)pyrimidin-2-amine), C([C@@H](O)C)(=O)O (L—lactic acid), HOBt mono hydrate, CCN(C(C)C)C(C)C (Hunig's base), CCN=C=NCCCN(C)C (EDAC). Run in C(Cl)Cl (DCM), C(Cl)Cl (DCM). The product is FC=1C(=NC(=NC1)NC1=CC=C(C=C1)N1C[C@H](CC1)NC([C@H](C)O)=O)C1=CN=C(N1C(C)C)C ((2S)-N-[(3S)-1-(4-{[5-Fluoro-4-(1-isopropyl-2-methyl-1H-imidazol-5-yl)pyrimidin-2-yl]amino}phenyl)pyrrolidin-3-yl]-2-hydroxypropanamide). Yield: 30.4%. RXN SMILES: [NH2:1][C@H:2]1[CH2:6][CH2:5][N:4]([C:7]2[CH:12]=[CH:11][C:10]([NH:13][C:14]3[N:19]=[C:18]([C:20]4[N:24]([CH:25]([CH3:27])[CH3:26])[C:23]([CH3:28])=[N:22][CH:21]=4)[C:17]([F:29])=[CH:16][N:15]=3)=[CH:9][CH:8]=2)[CH2:3]1.[C:30](O)(=[O:34])[C@H:31]([CH3:33])[OH:32].CCN(C(C)C)C(C)C.CCN=C=NCCCN(C)C>C(Cl)Cl>[F:29][C:17]1[C:18]([C:20]2[N:24]([CH:25]([CH3:26])[CH3:27])[C:23]([CH3:28])=[N:22][CH:21]=2)=[N:19][C:14]([NH:13][C:10]2[CH:9]=[CH:8][C:7]([N:4]3[CH2:5][CH2:6][C@H:2]([NH:1][C:30](=[O:34])[C@@H:31]([OH:32])[CH3:33])[CH2:3]3)=[CH:12][CH:11]=2)=[N:15][CH:16]=1. Procedure details: N-{4-[(3S)-3-Aminopyrrolidin-1-yl]phenyl}-5-fluoro-4-(1-isopropyl-2-methyl-1H-imidazol-5-yl)pyrimidin-2-amine (Example 153; 220 mg, 0.556 mmol), L—lactic acid (61 mg, 0.667 mmol), HOBt mono hydrate (103 mg, 0.667 mmol) and Hunig's base (0.12 ml, 0.667 mmol) in DCM (5 ml) were reacted with EDAC (128 mg, 0.667 mmol) at room temperature under nitrogen for 18 hours. The mixture was diluted with DCM (20 ml) and washed with water (20 ml), 1 N aqueous potassium hydroxide (20 ml) and saturated aqueous s... Yields the product BrC1=C(C=NN(C1=O)CC(=O)NCC1=CC=NC=C1)NC1C(C2C(C(C1)C2)(C)C)CN(C)C (rac-2-[5-Bromo-4-({2-[(dimethylamino)methyl]-6,6-dimethylbicyclo[3.1.1]hept-3-yl}amino)-6-oxopyridazin-1(6H)-yl]-N-(pyridin-4-ylmethyl)acetamide). Run in ClCCl (dichloromethane). Reactants: BrC1=C(C=NN(C1=O)CC(=O)NCC1=CC=NC=C1)NC1C(C2C(C(C1)C2)(C)C)CO (rac-2-[5-Bromo-4-{[2-(hydroxymethyl)-6,6-dimethylbicyclo[3.1.1]hept-3-yl]amino}-6-oxopyridazin-1(6H)-yl]-N-(pyridin-4-ylmethyl)acetamide), C(C)N(CC)S(F)(F)F ((diethylamino)sulfur trifluoride), C(O)([O-])=O.[Na+] (sodium hydrogen carbonate). Run at temperature -78 celsius, time 10 minute. Procedure: rac-2-[5-Bromo-4-{[2-(hydroxymethyl)-6,6-dimethylbicyclo[3.1.1]hept-3-yl]amino}-6-oxopyridazin-1(6H)-yl]-N-(pyridin-4-ylmethyl)acetamide (43 mg, 0.0877 mmol) in dichloromethane (3 mL) was mixed with (diethylamino)sulfur trifluoride (17 μL, 0.128 mmol) at ˜78° C. and stirred at −78° C. for 10 minutes and then stirred at room temperature for 1 hour. After completion of the reaction, the reaction solution was mixed with saturated aqueous sodium hydrogen carbonate and extracted with ethyl acetate. T... As a reaction SMILES: [Br:1][C:2]1[C:7](=[O:8])[N:6]([CH2:9][C:10]([NH:12][CH2:13][C:14]2[CH:19]=[CH:18][N:17]=[CH:16][CH:15]=2)=[O:11])[N:5]=[CH:4][C:3]=1[NH:20][CH:21]1[CH2:26][CH:25]2[CH2:27][CH:23]([C:24]2([CH3:29])[CH3:28])[CH:22]1[CH2:30]O.[CH2:32]([N:34](S(F)(F)F)[CH2:35]C)C.C(=O)([O-])O.[Na+]>ClCCl>[Br:1][C:2]1[C:7](=[O:8])[N:6]([CH2:9][C:10]([NH:12][CH2:13][C:14]2[CH:19]=[CH:18][N:17]=[CH:16][CH:15]=2)=[O:11])[N:5]=[CH:4][C:3]=1[NH:20][CH:21]1[CH2:26][CH:25]2[CH2:27][CH:23]([C:24]2([CH3:29])[CH3:28])[CH:22]1[CH2:30][N:34]([CH3:35])[CH3:32] |f:2.3|. The yield is 16.0%. Reaction conditions: temperature 70 celsius, time 18 hour. Solvent: CS(=O)C (dimethylsulfoxide). Isolated yield 50.1%. Reaction SMILES: [CH3:1][C:2]1[C:6]([CH3:7])=[C:5]([NH:8][C:9](=[O:16])OCC(Cl)(Cl)Cl)[O:4][N:3]=1.[F:17][C:18]1[CH:23]=[CH:22][C:21]([C:24]2[N:25]=[C:26]([N:29]3[CH2:34][CH2:33][NH:32][CH2:31][CH2:30]3)[S:27][CH:28]=2)=[CH:20][CH:19]=1.C(N(C(C)C)CC)(C)C.O>CS(C)=O>[CH3:1][C:2]1[C:6]([CH3:7])=[C:5]([NH:8][C:9]([N:32]2[CH2:33][CH2:34][N:29]([C:26]3[S:27][CH:28]=[C:24]([C:21]4[CH:22]=[CH:23][C:18]([F:17])=[CH:19][CH:20]=4)[N:25]=3)[CH2:30][CH2:31]2)=[O:16])[O:4][N:3]=1. The product is CC1=NOC(=C1C)NC(=O)N1CCN(CC1)C=1SC=C(N1)C1=CC=C(C=C1)F (N-(3,4-Dimethylisoxazol-5-yl)-4-[4-(4-fluorophenyl)-1,3-thiazol-2-yl]piperazine-1-carboxamide). The reactants are O (Water), CC1=NOC(=C1C)NC(OCC(Cl)(Cl)Cl)=O (2,2,2-trichloroethyl (3,4-dimethylisoxazol-5-yl)carbamate), FC1=CC=C(C=C1)C=1N=C(SC1)N1CCNCC1 (1-[4-(4-fluorophenyl)-1,3-thiazol-2-yl]piperazine), C(C)(C)N(CC)C(C)C (diisopropylethylamine). Reported procedure: A mixture of 2,2,2-trichloroethyl (3,4-dimethylisoxazol-5-yl)carbamate (240 mg, 0.834 mmol), 1-[4-(4-fluorophenyl)-1,3-thiazol-2-yl]piperazine (200 mg, 0.760 mmol) and diisopropylethylamine (0.265 ml, 1.52 mmol) in dimethylsulfoxide (2.5 ml) was stirred at 70° C. for 18 hours. Water was poured into the reaction solution, and the mixture was extracted with ethyl acetate. The extract was washed with water and dried over anhydrous magnesium sulfate, and the solvent was distilled off under reduced p... The product is COC=1C=C2C(=CC=NC2=CC1OC)OC1=C(C(=C(C=C1)NC(=O)NC=1SC(=NN1)CC)C)C (N-{4-[(6,7-Dimethoxy-4-quinolyl)oxy]-2,3-dimethylphenyl}-N′-(5-ethyl-1,3,4-thiadiazol-2-yl)urea). The reactants are ClC(Cl)(OC(OC(Cl)(Cl)Cl)=O)Cl (triphosgene), COC=1C=C2C(=CC=NC2=CC1OC)OC1=C(C(=C(N)C=C1)C)C (4-[(6,7-Dimethoxy-4-quinolyl)oxy]-2,3-dimethylaniline), C(C)(C)N(CC)C(C)C (diisopropylethylamine), NC=1SC(=NN1)CC (2-amino-5-ethyl-1,3,4-thiadiazole). Conditions: time 15 minute. Yield: 35.8%. The solvent is C(Cl)(Cl)Cl (chloroform), O (water), C(Cl)(Cl)Cl (chloroform). Reaction SMILES: [CH3:1][O:2][C:3]1[CH:4]=[C:5]2[C:10](=[CH:11][C:12]=1[O:13][CH3:14])[N:9]=[CH:8][CH:7]=[C:6]2[O:15][C:16]1[CH:22]=[CH:21][C:19]([NH2:20])=[C:18]([CH3:23])[C:17]=1[CH3:24].C(N(C(C)C)CC)(C)C.ClC(Cl)(O[C:38](=[O:44])OC(Cl)(Cl)Cl)Cl.[NH2:46][C:47]1[S:48][C:49]([CH2:52][CH3:53])=[N:50][N:51]=1>C(Cl)(Cl)Cl.O>[CH3:1][O:2][C:3]1[CH:4]=[C:5]2[C:10](=[CH:11][C:12]=1[O:13][CH3:14])[N:9]=[CH:8][CH:7]=[C:6]2[O:15][C:16]1[CH:22]=[CH:21][C:19]([NH:20][C:38]([NH:46][C:47]2[S:48][C:49]([CH2:52][CH3:53])=[N:50][N:51]=2)=[O:44])=[C:18]([CH3:23])[C:17]=1[CH3:24]. Procedure details: 4-[(6,7-Dimethoxy-4-quinolyl)oxy]-2,3-dimethylaniline (100 mg) was dissolved in chloroform (5 ml) and diisopropylethylamine (0.5 ml) to prepare a solution. A solution of triphosgene (100 mg) in chloroform was then added to the solution, and the mixture was stirred at room temperature for 15 min. Next, 2-amino-5-ethyl-1,3,4-thiadiazole (44 mg) was added thereto, and the mixture was further stirred at room temperature overnight. Distilled water was added to the reaction solution, and the mixture w...